Dataset: the Open Reaction Database (ORD), a public repository of structured organic reaction records. Task: describe an organic reaction: reactants, conditions, products, and yield Starting materials: ClC1=CC=C(CN2C(=C(C3=CC(=CC=C23)OCC2=NC3=CC=CC=C3C=C2)SC(C)(C)C)CCO)C=C1 (2-[N-(p-Chlorobenzyl)-3-(t-butylthio)-5-(quinolin-2-ylmethoxy)indol-2-yl]ethanol), [H-].[Na+] (sodium hydride), BrCC(=O)OCC (Ethyl bromoacetate), NH4OAc. The solvent is C1CCOC1 (THF). Run at time 8 hour. Yields the product ethyl ester, ClC1=CC=C(CN2C(=C(C3=CC(=CC=C23)OCC2=NC3=CC=CC=C3C=C2)SC(C)(C)C)CCOCC(=O)O)C=C1 (2-[N-(p-Chlorobenzyl)-3-(t-butylthio)-5-(quinolin-2-ylmethoxy)indol-2-yl]ethoxyethanoic acid). RXN SMILES: [Cl:1][C:2]1[CH:37]=[CH:36][C:5]([CH2:6][N:7]2[C:15]3[C:10](=[CH:11][C:12]([O:16][CH2:17][C:18]4[CH:27]=[CH:26][C:25]5[C:20](=[CH:21][CH:22]=[CH:23][CH:24]=5)[N:19]=4)=[CH:13][CH:14]=3)[C:9]([S:28][C:29]([CH3:32])([CH3:31])[CH3:30])=[C:8]2[CH2:33][CH2:34][OH:35])=[CH:4][CH:3]=1.[H-].[Na+].Br[CH2:41][C:42]([O:44]CC)=[O:43]>C1COCC1>[Cl:1][C:2]1[CH:3]=[CH:4][C:5]([CH2:6][N:7]2[C:15]3[C:10](=[CH:11][C:12]([O:16][CH2:17][C:18]4[CH:27]=[CH:26][C:25]5[C:20](=[CH:21][CH:22]=[CH:23][CH:24]=5)[N:19]=4)=[CH:13][CH:14]=3)[C:9]([S:28][C:29]([CH3:30])([CH3:31])[CH3:32])=[C:8]2[CH2:33][CH2:34][O:35][CH2:41][C:42]([OH:44])=[O:43])=[CH:36][CH:37]=1 |f:1.2|. Procedure details: To 91 mg of 2-[N-(p-chlorobenzyl)-3-(t-butylthio)-5-(quinolin-2-ylmethoxy)indol-2-yl]ethanol from Step B in 2 mL THF at 0° C. under an argon atmosphere was added 40 mg of 80% sodium hydride over 30 min. Ethyl bromoacetate (0.3 ml) was added to the solution and the reaction stirred at RT overnight. The reaction was poured onto 10 mL of NH4OAc (25% solution), extracted with 3×10 mL of EtOAc, washed with 20 mL of H2O and dried over MgSO4. Removal of the solvent followed by column chromatography on ... Starting materials: C(C)(=O)O (Acetic acid), CSC(C(=O)O)(C)C1=CC=C(C=C1)N1C(C2=CC=CC=C2C1)=O (α-methylthio-α-[p-(1-oxo-2-isoindolinyl)phenyl]propionic acid), O (Water), Cl (hydrochloric acid). The reagents and catalysts are S(=O)(=O)([O-])[O-].[Cu+2] (copper sulfate), [Zn] (zinc). The solvent is C(Cl)Cl (methylene chloride). The product is O=C1N(CC2=CC=CC=C12)C1=CC=C(C=C1)C(C(=O)O)C (α-[p-(1-oxo-2-isoindolinyl)phenyl]propionic acid). Yield: 97.5%. RXN SMILES: C(O)(=O)C.CS[C:7]([C:12]1[CH:17]=[CH:16][C:15]([N:18]2[CH2:26][C:25]3[C:20](=[CH:21][CH:22]=[CH:23][CH:24]=3)[C:19]2=[O:27])=[CH:14][CH:13]=1)([CH3:11])[C:8]([OH:10])=[O:9].Cl.O>S([O-])([O-])(=O)=O.[Cu+2].[Zn].C(Cl)Cl>[O:27]=[C:19]1[C:20]2[C:25](=[CH:24][CH:23]=[CH:22][CH:21]=2)[CH2:26][N:18]1[C:15]1[CH:16]=[CH:17][C:12]([CH:7]([CH3:11])[C:8]([OH:10])=[O:9])=[CH:13][CH:14]=1 |f:4.5|. Procedure: Acetic acid (2 ml), 8 mg of anhydrous copper sulfate and 120 mg of zinc powder were added to 148 mg of α-methylthio-α-[p-(1-oxo-2-isoindolinyl)phenyl]propionic acid, and the mixture was heated under reflux for 5 hours. Conc. hydrochloric acid was added to adjust the pH of the mixture to 1. Water (20 ml) and 20 ml of methylene chloride were added, and the insoluble matter was separated by filtration. The filtrate was extracted four times with 20 ml of methylene chloride. The organic layer was was... Reported procedure: Intermediate 16 is used in the method of Example 6, Step A instead of Intermediate 1, then the resultant is used in the method of Step B in a similar manner, and then the title compound is obtained as hydrochloride according to the method described in Example 7. Yields the product NC1CN(CC1)S(=O)(=O)C=1C=2C(=CN=C(C2C=CC1)O)Cl ((R/S)-3-Amino-1-(1-hydroxy-4-chloro-5-isoquinolinesulfonyl)pyrrolidine), Cl (hydrochloride). Reaction SMILES: C(OC([NH:8][CH:9]1[CH2:13][CH2:12][N:11]([S:14]([C:17]2[C:18]3[C:19]([Cl:27])=[CH:20][N:21]=[CH:22][C:23]=3[CH:24]=[CH:25][CH:26]=2)(=[O:16])=[O:15])[CH2:10]1)=O)(C)(C)C.C([O:32]C(NC1CCN(S(C2C3C(Br)=CN=CC=3C=CC=2)(=O)=O)C1)=O)(C)(C)C>>[NH2:8][CH:9]1[CH2:13][CH2:12][N:11]([S:14]([C:17]2[C:18]3[C:19]([Cl:27])=[CH:20][N:21]=[C:22]([OH:32])[C:23]=3[CH:24]=[CH:25][CH:26]=2)(=[O:16])=[O:15])[CH2:10]1.[ClH:27]. Reactants: C(C)(C)(C)OC(=O)NC1CN(CC1)S(=O)(=O)C=1C=2C(=CN=CC2C=CC1)Cl ((R/S)-3-(tert-Butoxycarbonylamino)-1-(4-chloro-5-isoquinolinesulfonyl)pyrrolidine), C(C)(C)(C)OC(=O)NC1CN(CC1)S(=O)(=O)C=1C=2C(=CN=CC2C=CC1)Br ((R/S)-3-(tert-Butoxycarbonylamino)-1-(4-bromo-5-isoquinolinesulfonyl)pyrrolidine). Reactants: CS(=O)(=O)NCCOS(=O)(=O)C (1-Methanesulphonamido 2-methanesulphonyloxyethane), C(C1=CC=CC=C1)N (benzylamine). Run in C(C)OC(C)=O (Ethylacetate). Run at time 1 hour. Product: C(C1=CC=CC=C1)NCCNS(=O)(=O)C (1-Benzylamino 2-methanesulphonamidoethane). Reaction SMILES: [CH3:1][S:2]([NH:5][CH2:6][CH2:7]OS(C)(=O)=O)(=[O:4])=[O:3].[CH2:13]([NH2:20])[C:14]1[CH:19]=[CH:18][CH:17]=[CH:16][CH:15]=1>C(OC(=O)C)C>[CH2:13]([NH:20][CH2:7][CH2:6][NH:5][S:2]([CH3:1])(=[O:4])=[O:3])[C:14]1[CH:19]=[CH:18][CH:17]=[CH:16][CH:15]=1. Procedure details: 1-Methanesulphonamido 2-methanesulphonyloxyethane (23.3 g) was added in small portions to benzylamine (24 ml) at such a rate that the temperature did not rise above 30° C. When the addition was complete the mixture was stirred at room temperature for one hour. Ethylacetate (150 ml) was then added to the mixture and the precipitated solid was filtered off. The filtrate was evaporated and the product isolated by column chromatography of the residue using gradient elution (Kieselgel, ethylacetate g...